From a dataset of the Open Reaction Database (ORD), a public repository of structured organic reaction records. describe an organic reaction: reactants, conditions, products, and yield Reactants: C(C)OC(=O)C1=CC=C(C=C1)N1C(=CC(=C1)C=O)C#N (1-(4-ethoxycarbonylphenyl)-4-formylpyrrole-2-carbonitrile), [BH4-].[Na+] (sodium borohydride). Run in ClCCCl (1,2-dichloroethane). Run at time 1 hour. The product is C(C)OC(=O)C1=CC=C(C=C1)N1C(=CC(=C1)CO)C#N (1-(4-ethoxycarbonylphenyl)-4-hydroxymethylpyrrole-2-carbonitrile). The yield is 64.5%. RXN SMILES: [CH2:1]([O:3][C:4]([C:6]1[CH:11]=[CH:10][C:9]([N:12]2[CH:16]=[C:15]([CH:17]=[O:18])[CH:14]=[C:13]2[C:19]#[N:20])=[CH:8][CH:7]=1)=[O:5])[CH3:2].[BH4-].[Na+]>ClCCCl>[CH2:1]([O:3][C:4]([C:6]1[CH:7]=[CH:8][C:9]([N:12]2[CH:16]=[C:15]([CH2:17][OH:18])[CH:14]=[C:13]2[C:19]#[N:20])=[CH:10][CH:11]=1)=[O:5])[CH3:2] |f:1.2|. Procedure: To a solution of 1-(4-ethoxycarbonylphenyl)-4-formylpyrrole-2-carbonitrile (2.0 g) in 1,2-dichloroethane (10 ml) was added sodium borohydride (296 mg) in one portion under nitrogen at ambient temperature. The mixture was stirred for one hour at the same temperature and then quenched with aqueous saturated ammonium chloride solution at 5° C. The organic layer was washed with water and brine, dried, and concentrated in vacuo. The residue was purified by silica gel column chromatography eluted by a... The reactants are ClC1=NSN=C1C12C3CN(CC31)C2 (1-(3-chloro-1,2,5-thiadiazol-4-yl)-4-azatricyclo[2.2.1.02,6 ]heptane), O.S.[Na] (sodium hydrogensulfide, monohydrate). Solvent: CN(C)C=O (DMF). Yields the product C12(C3CN(CC31)C2)C=2C(=NSN2)S (4-(4-Azatricyclo[2.2.1.02,6 ]hept-1-yl)-1,2,5-thiadiazole-3-thiol). Yield: 57.5%. Reaction SMILES: Cl[C:2]1[C:6]([C:7]23[CH2:13][N:10]4[CH2:11][CH:12]2[CH:8]3[CH2:9]4)=[N:5][S:4][N:3]=1.O.[SH2:15].[Na]>CN(C=O)C>[C:7]12([C:6]3[C:2]([SH:15])=[N:3][S:4][N:5]=3)[CH2:13][N:10]3[CH2:11][CH:12]1[CH:8]2[CH2:9]3 |f:1.2.3,^1:15|. Reported procedure: A solution of 1-(3-chloro-1,2,5-thiadiazol-4-yl)-4-azatricyclo[2.2.1.02,6 ]heptane (3.0 g, 14 mmol) and sodium hydrogensulfide, monohydrate (3,14 g, 42 mmol) in dry DMF (80 ml) was stirred at room temperature under nitrogen for 1 h. The solvent was evaporated. Water was added and pH adjusted by addition of 4N HCl (pH 9). The mixture was cooled on ice and the product isolated by filtration to give 1,7 g (58%) of the title compound. M.p. 205-207° C. (Compound 26). Starting materials: NN (Hydrazine), ClCCCC(C(=O)OCC)(C1=CC=CC=C1)C#N (ethyl 5-chloro-2-cyano-2-phenylpentanoate), C(C)(=O)OCC (Ethyl acetate), O.C([O-])(O)=O.[Na+] (sodium bicarbonate water). Solvent: C(C)O (ethanol). The product is crude product, ClCCCC(C(=O)NN)(C1=CC=CC=C1)C#N (5-chloro-2-cyano-2-phenylpentanoic acid hydrazide). RXN SMILES: [NH2:1][NH2:2].[Cl:3][CH2:4][CH2:5][CH2:6][C:7]([C:19]#[N:20])([C:13]1[CH:18]=[CH:17][CH:16]=[CH:15][CH:14]=1)[C:8](OCC)=[O:9].C(OCC)(=O)C.O.C(=O)(O)[O-].[Na+]>C(O)C>[Cl:3][CH2:4][CH2:5][CH2:6][C:7]([C:19]#[N:20])([C:13]1[CH:18]=[CH:17][CH:16]=[CH:15][CH:14]=1)[C:8]([NH:1][NH2:2])=[O:9] |f:3.4.5|. Procedure details: Hydrazine (1.2 g) was added to a solution of ethyl 5-chloro-2-cyano-2-phenylpentanoate (CAS No. 52370-87-3, 1 g) in ethanol (5 mL), and the reaction solution was stirred at room temperature for one hour. Ethyl acetate and saturated sodium bicarbonate water were added to the reaction solution, and the organic layer was separated. The resulting organic layer was filtered through a silica gel, and the filtrate was concentrated under reduced pressure to obtain a crude product of 5-chloro-2-cyano-2-p... Reactants: CC(=O)OC1OCCC1NC(=O)C(CC(C)C)NC(=O)Nc1cccc2ccccc12, O=C([O-])[O-], CO, [K+], [K+], O. The product is CC(C)CC(NC(=O)Nc1cccc2ccccc12)C(=O)NC1CCOC1O. RXN SMILES: [C:1](=[O:2])([CH3:3])[O:4][CH:5]1[O:6][CH2:7][CH2:8][CH:9]1[NH:10][C:11]([CH:12]([NH:13][C:14]([NH:15][c:16]1[cH:17][cH:18][cH:19][c:20]2[cH:21][cH:22][cH:23][cH:24][c:25]12)=[O:26])[CH2:27][CH:28]([CH3:29])[CH3:30])=[O:31].[C:32](=[O:33])([O-:34])[O-:35].[CH3:38][OH:39].[K+:36].[K+:37].[OH2:40]>>[OH:4][CH:5]1[O:6][CH2:7][CH2:8][CH:9]1[NH:10][C:11]([CH:12]([NH:13][C:14]([NH:15][c:16]1[cH:17][cH:18][cH:19][c:20]2[cH:21][cH:22][cH:23][cH:24][c:25]12)=[O:26])[CH2:27][CH:28]([CH3:29])[CH3:30])=[O:31].